This data is from the Open Reaction Database (ORD), a public repository of structured organic reaction records. The task is: describe an organic reaction: reactants, conditions, products, and yield Reactants: C(CCC)C1=CC=C(C=C1)C#CC1=CC=C(CNCCCCCC)C=C1 (N-{4-[(4-butylphenyl)ethynyl]benzyl}-1-hexanamine), CC1(OC(C2=C(O1)C=CC(=C2)C(=O)O)=O)C (2,2-dimethyl-4-oxo-4H-1,3-benzodioxine-6-carboxylic acid), CCN=C=NCCCN(C)C.Cl (EDC.HCl), C=1C=CC2=C(C1)N=NN2O (HOBT), CCN(C(C)C)C(C)C (DIEA). Run in C(Cl)Cl (DCM), C(Cl)Cl (DCM). The product is C(CCC)C1=CC=C(C=C1)C#CC1=CC=C(CN(C(=O)C2=CC3=C(OC(OC3=O)(C)C)C=C2)CCCCCC)C=C1 (N-{4-[(4-butylphenyl)ethynyl]benzyl}-N-hexyl-2,2-dimethyl-4-oxo-4H-1,3-benzodioxine-6-carboxamide). Isolated yield 47.7%. Reaction SMILES: [CH2:1]([C:5]1[CH:10]=[CH:9][C:8]([C:11]#[C:12][C:13]2[CH:26]=[CH:25][C:16]([CH2:17][NH:18][CH2:19][CH2:20][CH2:21][CH2:22][CH2:23][CH3:24])=[CH:15][CH:14]=2)=[CH:7][CH:6]=1)[CH2:2][CH2:3][CH3:4].[CH3:27][C:28]1([CH3:42])[O:33][C:32]2[CH:34]=[CH:35][C:36]([C:38]([OH:40])=O)=[CH:37][C:31]=2[C:30](=[O:41])[O:29]1.CCN=C=NCCCN(C)C.Cl.C1C=CC2N(O)N=NC=2C=1.CCN(C(C)C)C(C)C>C(Cl)Cl>[CH2:1]([C:5]1[CH:10]=[CH:9][C:8]([C:11]#[C:12][C:13]2[CH:26]=[CH:25][C:16]([CH2:17][N:18]([CH2:19][CH2:20][CH2:21][CH2:22][CH2:23][CH3:24])[C:38]([C:36]3[CH:35]=[CH:34][C:32]4[O:33][C:28]([CH3:27])([CH3:42])[O:29][C:30](=[O:41])[C:31]=4[CH:37]=3)=[O:40])=[CH:15][CH:14]=2)=[CH:7][CH:6]=1)[CH2:2][CH2:3][CH3:4] |f:2.3|. Reported procedure: A solution of N-{4-[(4-butylphenyl)ethynyl]benzyl}-1-hexanamine (144 mg, 0.41 mmol), 2,2-dimethyl-4-oxo-4H-1,3-benzodioxine-6-carboxylic acid (92 mg, 0.41 mmol), EDC.HCl (87 mg, 0.46 mmol), HOBT (61 mg, 0.46 mmol) and DIEA (105 μL, 0.62 mmol) in DCM (10 mL) was stirred at rt overnight. Then the reaction mixture was diluted with DCM and washed with a saturated aqueous solution of NaHCO3, a saturated aqueous solution of NH4Cl and brine. The organic layer was dried over MgSO4 and the solvent was re... The reactants are [Al+3], CCOCC, Cl, O=Cc1cccc(F)c1, [H-], [H-], [H-], [H-], [Li+], NCc1ccccc1, [Na+], N#C[Na], [OH-], O. Product: NCC(NCc1ccccc1)c1cccc(F)c1. As a reaction SMILES: [Al+3:23].[CH2:31]([O:32][CH2:33][CH3:34])[CH3:35].[ClH:9].[F:10][c:11]1[cH:12][c:13]([CH:14]=[O:15])[cH:16][cH:17][cH:18]1.[H-:22].[H-:25].[H-:26].[H-:27].[Li+:24].[NH2:1][CH2:2][c:3]1[cH:4][cH:5][cH:6][cH:7][cH:8]1.[Na+:29].[Na:19][C:20]#[N:21].[OH-:28].[OH2:30]>>[NH:1]([CH2:2][c:3]1[cH:4][cH:5][cH:6][cH:7][cH:8]1)[CH:14]([c:13]1[cH:12][c:11]([F:10])[cH:18][cH:17][cH:16]1)[CH2:20][NH2:21]. Reactants: O=C1N(C(C2=CC=CC=C12)=O)CCCC#CC=1C=C(OC2CCN(CC2)C(=O)OC(C)(C)C)C=CC1 (tert-butyl 4-(3-(5-(1,3-dioxoisoindolin-2-yl)pent-1-ynyl)phenoxy)piperidine-1-carboxylate), NN (hydrazine). The solvent is C(C)O (ethanol). Yields the product NCCCC#CC=1C=C(OC2CCN(CC2)C(=O)OC(C)(C)C)C=CC1 (tert-butyl 4-(3-(5-aminopent-1-ynyl)phenoxy)piperidine-1-carboxylate). Reaction SMILES: O=C1C2C(=CC=CC=2)C(=O)[N:3]1[CH2:12][CH2:13][CH2:14][C:15]#[C:16][C:17]1[CH:18]=[C:19]([CH:34]=[CH:35][CH:36]=1)[O:20][CH:21]1[CH2:26][CH2:25][N:24]([C:27]([O:29][C:30]([CH3:33])([CH3:32])[CH3:31])=[O:28])[CH2:23][CH2:22]1.NN>C(O)C>[NH2:3][CH2:12][CH2:13][CH2:14][C:15]#[C:16][C:17]1[CH:18]=[C:19]([CH:34]=[CH:35][CH:36]=1)[O:20][CH:21]1[CH2:22][CH2:23][N:24]([C:27]([O:29][C:30]([CH3:31])([CH3:32])[CH3:33])=[O:28])[CH2:25][CH2:26]1. Procedure details: To a solution of tert-butyl 4-(3-(5-(1,3-dioxoisoindolin-2-yl)pent-1-ynyl)phenoxy)piperidine-1-carboxylate (10.65 g, 21.8 mmol) in ethanol (100 ml) was added hydrazine (2.1 g, 65.4 mmol). The resulting solution was heated under reflux for two hours, then cooled to room temperature, filtered and concentrated. The residue was dissolved in ethyl acetate (200 ml). The resulting solution was extracted with water twice, brine once, then dried over magnesium sulfate. The resulting solution was filtered... The reactants are CN1CCC(CC1)CN1CCNCC1 (1-(1-Methyl-piperidin-4-ylmethyl)-piperazine), BrCC#N (bromoacetonitrile). Yields the product CN1CCC(CC1)CN1CCN(CC1)CC#N ([4-(1-Methyl-piperidin-4-ylmethyl)-piperazin-1-yl]-acetonitrile). As a reaction SMILES: [CH3:1][N:2]1[CH2:7][CH2:6][CH:5]([CH2:8][N:9]2[CH2:14][CH2:13][NH:12][CH2:11][CH2:10]2)[CH2:4][CH2:3]1.Br[CH2:16][C:17]#[N:18]>>[CH3:1][N:2]1[CH2:7][CH2:6][CH:5]([CH2:8][N:9]2[CH2:14][CH2:13][N:12]([CH2:16][C:17]#[N:18])[CH2:11][CH2:10]2)[CH2:4][CH2:3]1. Procedure: The title compound is synthesized by coupling of 1-(1-Methyl-piperidin-4-ylmethyl)-piperazine (commercially available from CHESS GmbH) and bromoacetonitrile analogously to the preparation of Intermediate 149.2 as a colorless oil; ES-MS: M+H=237.3. Starting materials: 20, intermediate 17, CC(C(N1N=CN=C1)C1=CC(=C(C=C1)NC(C)=O)[N+](=O)[O-])C (N-[4-[2-methyl-1-(1H-1,2,4-triazol-1-yl)propyl]-2-nitrophenyl]acetamide), Cl (hydrochloric acid), C([O-])([O-])=O.[K+].[K+] (potassium carbonate). Solvent: O (water). Run at time 12 hour. The product is 18.5, CC(C(N1N=CN=C1)C1=CC(=C(C=C1)N)[N+](=O)[O-])C (4-[2-methyl-1-(1H-1,2,4-triazol-1-yl)propyl]-2-nitrobenzenamine). Isolated yield 97.7%. RXN SMILES: [CH3:1][CH:2]([CH3:22])[CH:3]([C:9]1[CH:14]=[CH:13][C:12]([NH:15]C(=O)C)=[C:11]([N+:19]([O-:21])=[O:20])[CH:10]=1)[N:4]1[CH:8]=[N:7][CH:6]=[N:5]1.Cl.C(=O)([O-])[O-].[K+].[K+]>O>[CH3:1][CH:2]([CH3:22])[CH:3]([C:9]1[CH:14]=[CH:13][C:12]([NH2:15])=[C:11]([N+:19]([O-:21])=[O:20])[CH:10]=1)[N:4]1[CH:8]=[N:7][CH:6]=[N:5]1 |f:2.3.4|. Procedure details: A mixture of 20 parts of intermediate 17, namely N-[4-[2-methyl-1-(1H-1,2,4-triazol-1-yl)propyl]-2-nitrophenyl]acetamide and 200 parts of a hydrochloric acid solution 2N was stirred for 12 hours at room temperature. The reaction mixture was poured into 500 parts of water and the whole was neutralized with a concentrated potassium carbonate solution. The product was extracted with dichloromethane (3×130 parts). The combined extracts were dried, filtered and evaporated to dry. The residue was crys... Reactants: BrC1=CC=C(C=C1)NC1CCN(CC1)C(=O)OC(C)(C)C (4-(4-Bromophenyl)amino-1-(tert-butoxycarbonyl)piperidine), ClCC=1C=C(C=NC1)C1=CC(=C(C(=C1)OC)OC)OC (5-chloromethyl-3-(3,4,5-trimethoxyphenyl)pyridine). Yields the product BrC1=CC=C(C=C1)N(CC=1C=C(C=NC1)C1=CC(=C(C(=C1)OC)OC)OC)C1CCN(CC1)C(=O)OC(C)(C)C (4-[N-(4-Bromophenyl)-N-[[3-(3,4,5-trimethoxyphenyl)pyridin-5-yl]methyl]amino]-1-(tert-butoxycarbonyl)piperidine). Reaction SMILES: [Br:1][C:2]1[CH:7]=[CH:6][C:5]([NH:8][CH:9]2[CH2:14][CH2:13][N:12]([C:15]([O:17][C:18]([CH3:21])([CH3:20])[CH3:19])=[O:16])[CH2:11][CH2:10]2)=[CH:4][CH:3]=1.Cl[CH2:23][C:24]1[CH:25]=[C:26]([C:30]2[CH:35]=[C:34]([O:36][CH3:37])[C:33]([O:38][CH3:39])=[C:32]([O:40][CH3:41])[CH:31]=2)[CH:27]=[N:28][CH:29]=1>>[Br:1][C:2]1[CH:7]=[CH:6][C:5]([N:8]([CH:9]2[CH2:10][CH2:11][N:12]([C:15]([O:17][C:18]([CH3:21])([CH3:20])[CH3:19])=[O:16])[CH2:13][CH2:14]2)[CH2:23][C:24]2[CH:25]=[C:26]([C:30]3[CH:35]=[C:34]([O:36][CH3:37])[C:33]([O:38][CH3:39])=[C:32]([O:40][CH3:41])[CH:31]=3)[CH:27]=[N:28][CH:29]=2)=[CH:4][CH:3]=1. Reported procedure: 4-(4-Bromophenyl)amino-1-(tert-butoxycarbonyl)piperidine (711 mg) and 5-chloromethyl-3-(3,4,5-trimethoxyphenyl)pyridine (588 mg) was treated in the same manner as described in Example 9 to give light yellow amorphous of the title compound. Reactants: C(C(=O)Cl)(=O)Cl (oxalyl chloride), FC(/C=C/C(=O)O)(F)F ((E)-4,4,4-Trifluorobut-2-enoic acid), FC(S(=O)(=O)O)(F)F.NCCNC1=C2C(=NC=C1C(=O)N)N(N=C2C)C (4-(2-aminoethylamino)-1,3-dimethyl-pyrazolo[3,4-b]pyridine-5-carboxamide trifluoromethanesulfonate), C(C)(C)N(CC)C(C)C (diisopropylethylamine). The reagents and catalysts are C(Cl)Cl (DCM). Run in CN(C=O)C (dimethylformamide). Run at time 15 minute. Product: CN1N=C(C=2C1=NC=C(C2NCCNC(\C=C\C(F)(F)F)=O)C(=O)N)C (1,3-Dimethyl-4-[2-[[(E)-4,4,4-trifluorobut-2-enoyl]amino]ethylamino]pyrazolo-[3,4-b]-pyridine-5-carboxamide). RXN SMILES: [F:1][C:2]([F:9])([F:8])/[CH:3]=[CH:4]/[C:5](O)=[O:6].C(Cl)(=O)C(Cl)=O.FC(F)(F)S(O)(=O)=O.[NH2:24][CH2:25][CH2:26][NH:27][C:28]1[C:33]([C:34]([NH2:36])=[O:35])=[CH:32][N:31]=[C:30]2[N:37]([CH3:41])[N:38]=[C:39]([CH3:40])[C:29]=12.C(N(C(C)C)CC)(C)C>C(Cl)Cl.CN(C)C=O>[CH3:41][N:37]1[C:30]2=[N:31][CH:32]=[C:33]([C:34]([NH2:36])=[O:35])[C:28]([NH:27][CH2:26][CH2:25][NH:24][C:5](=[O:6])/[CH:4]=[CH:3]/[C:2]([F:9])([F:8])[F:1])=[C:29]2[C:39]([CH3:40])=[N:38]1 |f:2.3|. Reported procedure: (E)-4,4,4-Trifluorobut-2-enoic acid (21 mg, 0.15 mmol) was dissolved in DCM (2 ml containing one drop of dimethyl formamide), oxalyl chloride was added (19 mg, 0.15 mmol) and the solution was stirred at room temperature for 15 minutes. This solution was added to a solution of 4-(2-aminoethylamino)-1,3-dimethyl-pyrazolo[3,4-b]pyridine-5-carboxamide trifluoromethanesulfonate (40 mg, 0.1 mmol) and diisopropylethylamine (60 μl, 0.35 mmol) dissolved in dimethylformamide (1 ml) and the resulting mixtu...